This data is from the Open Reaction Database (ORD), a public repository of structured organic reaction records. The task is: describe an organic reaction: reactants, conditions, products, and yield Starting materials: CCCCCCOc1nsnc1-c1cccnc1, CI, CC(C)=O. The product is CCCCCCOc1nsnc1-c1ccc[n+](C)c1, [I-]. RXN SMILES: [CH2:3]([CH2:4][CH2:5][CH2:6][CH2:7][CH3:8])[O:9][c:10]1[n:11][s:12][n:13][c:14]1-[c:15]1[cH:16][n:17][cH:18][cH:19][cH:20]1.[CH3:1][I:2].[CH3:21][C:22](=[O:23])[CH3:24]>>[CH3:1][n+:17]1[cH:16][c:15](-[c:14]2[c:10]([O:9][CH2:3][CH2:4][CH2:5][CH2:6][CH2:7][CH3:8])[n:11][s:12][n:13]2)[cH:20][cH:19][cH:18]1.[I-:2]. The reactants are COc1cc2c(Oc3ccc4[nH]c(C)cc4c3F)ncnc2cc1OCCCBr, CC(=O)N1CCNCC1, CN(C)C=O. The product is COc1cc2c(Oc3ccc4[nH]c(C)cc4c3F)ncnc2cc1OCCCN1CCN(C(C)=O)CC1. Reaction SMILES: [Br:1][CH2:2][CH2:3][CH2:4][O:5][c:6]1[c:7]([O:28][CH3:29])[cH:8][c:9]2[c:10]([O:16][c:17]3[c:18]([F:27])[c:19]4[cH:20][c:21]([CH3:26])[nH:22][c:23]4[cH:24][cH:25]3)[n:11][cH:12][n:13][c:14]2[cH:15]1.[C:30]([CH3:31])(=[O:32])[N:33]1[CH2:34][CH2:35][NH:36][CH2:37][CH2:38]1.[O:39]=[CH:40][N:41]([CH3:42])[CH3:43]>>[CH2:2]([CH2:3][CH2:4][O:5][c:6]1[c:7]([O:28][CH3:29])[cH:8][c:9]2[c:10]([O:16][c:17]3[c:18]([F:27])[c:19]4[cH:20][c:21]([CH3:26])[nH:22][c:23]4[cH:24][cH:25]3)[n:11][cH:12][n:13][c:14]2[cH:15]1)[N:36]1[CH2:35][CH2:34][N:33]([C:30]([CH3:31])=[O:32])[CH2:38][CH2:37]1.